Dataset: the Open Reaction Database (ORD), a public repository of structured organic reaction records. Task: describe an organic reaction: reactants, conditions, products, and yield Reactants: C(C)(=O)SC[C@@H]1CN(CCN1CC(O)C1=C(C(=C(C=C1)F)C#N)C)C(=O)OC(C)(C)C ((3S)-tert-butyl 3-(acetylthiomethyl)-4-(2-(3-cyano-4-fluoro-2-methylphenyl)-2-hydroxyethyl)piperazine-1-carboxylate), S(=O)(Cl)Cl (thionyl chloride), N1=CC=CC=C1 (pyridine). Solvent: C1(=CC=CC=C1)C (toluene). Reaction conditions: temperature 0 celsius, time 20 minute. Product: C(C)(=O)SC[C@@H]1CN(CCN1CC(C1=C(C(=C(C=C1)F)C#N)C)Cl)C(=O)OC(C)(C)C ((3S)-tert-butyl 3-(acetylthiomethyl)-4-(2-chloro-2-(3-cyano-4-fluoro-2-methylphenyl)ethyl)piperazine-1-carboxylate). RXN SMILES: [C:1]([S:4][CH2:5][C@H:6]1[N:11]([CH2:12][CH:13]([C:15]2[CH:20]=[CH:19][C:18]([F:21])=[C:17]([C:22]#[N:23])[C:16]=2[CH3:24])O)[CH2:10][CH2:9][N:8]([C:25]([O:27][C:28]([CH3:31])([CH3:30])[CH3:29])=[O:26])[CH2:7]1)(=[O:3])[CH3:2].S(Cl)([Cl:34])=O.N1C=CC=CC=1>C1(C)C=CC=CC=1>[C:1]([S:4][CH2:5][C@H:6]1[N:11]([CH2:12][CH:13]([Cl:34])[C:15]2[CH:20]=[CH:19][C:18]([F:21])=[C:17]([C:22]#[N:23])[C:16]=2[CH3:24])[CH2:10][CH2:9][N:8]([C:25]([O:27][C:28]([CH3:31])([CH3:30])[CH3:29])=[O:26])[CH2:7]1)(=[O:3])[CH3:2]. Procedure: To a solution of (3S)-tert-butyl 3-(acetylthiomethyl)-4-(2-(3-cyano-4-fluoro-2-methylphenyl)-2-hydroxyethyl)piperazine-1-carboxylate (30.8 mg, 0.0680 mmol) in toluene (0.62 mL) was added thionyl chloride (14.9 μL, 0.205 mmol). The mixture was cooled with an ice bath and then pyridine (22.1 μL, 0.273 mmol) was added dropwise. The reaction mixture was stirred at 0° C. for 20 min, and then allowed to warm to room temperature over an hour and finally heated at 70° C. for 30 min. The reaction mixture... The reactants are CSC1=CC2=C(OC3(CC3)C2=O)C=C1 (5-Methylthiospiro[benzo[b]furan-2(3H), 1'-cyclopropane]-3-one), ClC1=CC(=CC=C1)C(=O)OO (m-chloroperbenzoic acid). Product: CS(=O)C1=CC2=C(OC3(CC3)C2=O)C=C1 (5-methylsulfinylspiro[benzo[b]furan-2(3H), 1'-cyclopropane]-3-one). Isolated yield 76.3%. Reaction SMILES: [CH3:1][S:2][C:3]1[CH:14]=[CH:13][C:6]2[O:7][C:8]3([C:11](=[O:12])[C:5]=2[CH:4]=1)[CH2:10][CH2:9]3.ClC1C=CC=C(C(OO)=[O:23])C=1>>[CH3:1][S:2]([C:3]1[CH:14]=[CH:13][C:6]2[O:7][C:8]3([C:11](=[O:12])[C:5]=2[CH:4]=1)[CH2:10][CH2:9]3)=[O:23]. Reported procedure: 5-Methylthiospiro[benzo[b]furan-2(3H), 1'-cyclopropane]-3-one (600 mg.) and m-chloroperbenzoic acid (627 mg.) were allowed to react in the same manner as Example 65. The product was recrystallized from ethyl acetate-hexane to give colorless prisms of 5-methylsulfinylspiro[benzo[b]furan-2(3H), 1'-cyclopropane]-3-one (493 mg.). m.p. 87°-90° C. The reactants are [OH-].[Na+] (NaOH), Cl.C(C1=CC=CC=C1)(C1=CC=CC=C1)N1CC(C1)O (1-benzhydrylazetidin-3-ol hydrochloride). Solvent: O (water). Reaction conditions: time 15 minute. Yields the product C(C1=CC=CC=C1)(C1=CC=CC=C1)N1CC(C1)O (1-benzhydrylazetidin-3-ol). As a reaction SMILES: [OH-].[Na+].Cl.[CH:4]([N:17]1[CH2:20][CH:19]([OH:21])[CH2:18]1)([C:11]1[CH:16]=[CH:15][CH:14]=[CH:13][CH:12]=1)[C:5]1[CH:10]=[CH:9][CH:8]=[CH:7][CH:6]=1>O>[CH:4]([N:17]1[CH2:20][CH:19]([OH:21])[CH2:18]1)([C:11]1[CH:16]=[CH:15][CH:14]=[CH:13][CH:12]=1)[C:5]1[CH:6]=[CH:7][CH:8]=[CH:9][CH:10]=1 |f:0.1,2.3|. Reported procedure: NaOH (5N aqueous, 26.1 mL, 131 mmol) was added to a mixture of 1-benzhydrylazetidin-3-ol hydrochloride (30.00 g, 109 mmol) in water (150 mL). The mixture was allowed to stir for 15 min, extracted with AcOEt, dried over MgSO4 to give 1-benzhydrylazetidin-3-ol. 1H NMR (300 MHz, CDCl3) δ ppm 7.35-7.44 (m, 4H), 7.22-7.32 (m, 4H), 7.13-7.22 (m, 2H), 4.40-4.52 (m, 1H), 4.35 (s, 1H), 3.47-3.60 (m, 2H), 2.80-2.97 (m, 2H). MS (ESI) m/z: Calculated; 239.1 Observed: 340.1 (M++1). Starting materials: [Al+3], [Cl-], [Cl-], [Cl-], COc1cc2c(Cl)csc2c([N+](=O)[O-])c1O, Cl, c1ccncc1. Yields the product O=[N+]([O-])c1c(O)c(O)cc2c(Cl)csc12. RXN SMILES: [Al+3:20].[Cl-:17].[Cl-:18].[Cl-:19].[Cl:1][c:2]1[c:3]2[c:4]([s:5][cH:6]1)[c:7]([N+:14](=[O:15])[O-:16])[c:8]([OH:13])[c:9]([O:11][CH3:12])[cH:10]2.[ClH:21].[cH:22]1[cH:23][cH:24][n:25][cH:26][cH:27]1>>[Cl:1][c:2]1[c:3]2[c:4]([s:5][cH:6]1)[c:7]([N+:14](=[O:15])[O-:16])[c:8]([OH:13])[c:9]([OH:11])[cH:10]2. The reactants are CS(=O)c1ccccc1-n1ccc(=O)c(-c2ccnn2-c2ccccc2)n1, CC(=O)O, OO. Yields the product CS(=O)(=O)c1ccccc1-n1ccc(=O)c(-c2ccnn2-c2ccccc2)n1. Reaction SMILES: [CH3:1][S:2](=[O:3])[c:4]1[c:5](-[n:10]2[n:11][c:12](-[c:17]3[cH:18][cH:19][n:20][n:21]3-[c:22]3[cH:23][cH:24][cH:25][cH:26][cH:27]3)[c:13](=[O:16])[cH:14][cH:15]2)[cH:6][cH:7][cH:8][cH:9]1.[CH3:30][C:31](=[O:32])[OH:33].[OH:28][OH:29]>>[CH3:1][S:2](=[O:3])([c:4]1[c:5](-[n:10]2[n:11][c:12](-[c:17]3[cH:18][cH:19][n:20][n:21]3-[c:22]3[cH:23][cH:24][cH:25][cH:26][cH:27]3)[c:13](=[O:16])[cH:14][cH:15]2)[cH:6][cH:7][cH:8][cH:9]1)=[O:28]. Starting materials: COCO[C@H]1C[C@@H](CC2=CC=C3[C@@H]4CC[C@H](C(C)C(=O)OC)[C@]4(CC[C@@H]3[C@@]12C)C)OCOC (methyl 1α,3β-bis(methoxymethoxy)pregna-5,7-diene-20-carboxylate), COC(=O)O[C@H]1C[C@@H](CC2=CC=C3[C@@H]4CC[C@H](C(C)C(=O)OC)[C@]4(CC[C@@H]3[C@@]12C)C)OC(=O)OC (methyl 1α,3β-bis(methoxycarbonyloxy)pregna-5,7-diene-20 carboxylate). The product is COCO[C@H]1C[C@@H](CC2=CC=C3[C@@H]4CC[C@H](C(CO)C)[C@]4(CC[C@@H]3[C@@]12C)C)OCOC (1α,3β-bis(methoxymethoxy)-20methylpregna-5,7-diene-21-ol). The yield is 77.0%. Reaction SMILES: [CH3:1][O:2][CH2:3][O:4][C@@H:5]1[C@@:27]2([CH3:28])[C:9](=[CH:10][CH:11]=[C:12]3[C@@H:26]2[CH2:25][CH2:24][C@@:23]2([CH3:29])[C@H:13]3[CH2:14][CH2:15][C@@H:16]2[CH:17]([C:19](OC)=[O:20])[CH3:18])[CH2:8][C@@H:7]([O:30][CH2:31][O:32][CH3:33])[CH2:6]1.COC(O[C@@H]1[C@@]2(C)C(=CC=C3[C@@H]2CC[C@@]2(C)[C@H]3CC[C@@H]2C(C(OC)=O)C)C[C@@H](OC(OC)=O)C1)=O>>[CH3:1][O:2][CH2:3][O:4][C@@H:5]1[C@@:27]2([CH3:28])[C:9](=[CH:10][CH:11]=[C:12]3[C@@H:26]2[CH2:25][CH2:24][C@@:23]2([CH3:29])[C@H:13]3[CH2:14][CH2:15][C@@H:16]2[CH:17]([CH3:18])[CH2:19][OH:20])[CH2:8][C@@H:7]([O:30][CH2:31][O:32][CH3:33])[CH2:6]1. Procedure details: The procedure of Example 11 was repeated except that 65 mg of methyl 1α,3β-bis(methoxymethoxy)pregna-5,7-diene-20-carboxylate was used in lieu of 70 mg of methyl 1α,3β-bis(methoxycarbonyloxy)pregna-5,7-diene-20 carboxylate to give 47 mg of 1α,3β-bis(methoxymethoxy)-20methylpregna-5,7-diene-21-ol, whose 1H NMR spectrum was identical with that obtained in Example 10.